Dataset: the Open Reaction Database (ORD), a public repository of structured organic reaction records. Task: describe an organic reaction: reactants, conditions, products, and yield Reactants: CC(C)(C)OC(=O)Nc1cnc2ccc(F)cc2c1, ClCCCl, O, O=C(O)C(F)(F)F. Yields the product Nc1cnc2ccc(F)cc2c1. RXN SMILES: [C:1]([O:2][C:3](=[O:4])[NH:7][c:8]1[cH:9][n:10][c:11]2[cH:12][cH:13][c:14]([F:18])[cH:15][c:16]2[cH:17]1)([CH3:5])([CH3:6])[CH3:19].[Cl:28][CH2:29][CH2:30][Cl:31].[OH2:27].[OH:20][C:21]([C:22]([F:23])([F:24])[F:25])=[O:26]>>[NH2:7][c:8]1[cH:9][n:10][c:11]2[cH:12][cH:13][c:14]([F:18])[cH:15][c:16]2[cH:17]1. Starting materials: C(C)(C)(C)C1=CC=C2CCC(C2=C1)CC(=O)OC (methyl 6-tert-butyl-1-indanacetate), [H-].[H-].[H-].[H-].[Li+].[Al+3] (LiAlH4), [OH-].[Na+] (NaOH). Run in CCOCC (ether), CCOCC (ether). Product: C(C)(C)(C)C1=CC=C2CCC(C2=C1)CCO (2-(6-tert-butyl-1-indanyl)-1-ethanol). Yield: 112.3%. RXN SMILES: [H-].[H-].[H-].[H-].[Li+].[Al+3].[C:7]([C:11]1[CH:19]=[C:18]2[C:14]([CH2:15][CH2:16][CH:17]2[CH2:20][C:21](OC)=[O:22])=[CH:13][CH:12]=1)([CH3:10])([CH3:9])[CH3:8].[OH-].[Na+]>CCOCC>[C:7]([C:11]1[CH:19]=[C:18]2[C:14]([CH2:15][CH2:16][CH:17]2[CH2:20][CH2:21][OH:22])=[CH:13][CH:12]=1)([CH3:10])([CH3:8])[CH3:9] |f:0.1.2.3.4.5,7.8|. Reported procedure: To a suspension of 1.72 g of LiAlH4 (45.03 mmole) in 100 ml of ether was added dropwise a solution of 10.7 g of methyl 6-tert-butyl-1-indanacetate (36.9 mmole) dissolved in 50 ml of ether. After refluxing the suspension during 2 h, 8.6 ml of 1N NaOH were carefully added and, after 1 h, the suspension was filtered and concentrated to give 9.05 g of raw 2-(6-tert-butyl-1-indanyl)-1-ethanol 78.1% pure. Bulb-to-bulb distillation (150°/20 Pa) provided 8.53 g of 2-(6-tert-butyl-1-indanyl)-1-ethanol wi... The reactants are CCc1nnc(-c2ccc(CO[Si](C)(C)C(C)(C)C)cc2)o1, CO, Cl. Yields the product CCc1nnc(-c2ccc(CO)cc2)o1. Reaction SMILES: [C:1]([Si:2]([CH3:3])([CH3:4])[O:6][CH2:7][c:8]1[cH:9][cH:10][c:11](-[c:14]2[o:15][c:16]([CH2:19][CH3:20])[n:17][n:18]2)[cH:12][cH:13]1)([CH3:5])([CH3:21])[CH3:22].[CH3:24][OH:25].[ClH:23]>>[OH:6][CH2:7][c:8]1[cH:9][cH:10][c:11](-[c:14]2[o:15][c:16]([CH2:19][CH3:20])[n:17][n:18]2)[cH:12][cH:13]1. The reactants are CCOC(=O)c1cn(CC)c2cc(I)ccc2c1=O, CCO, Cl, [Li+], [OH-], O, O. Yields the product CCn1cc(C(=O)O)c(=O)c2ccc(I)cc21. As a reaction SMILES: [CH2:1]([CH3:2])[n:3]1[cH:4][c:5]([C:15](=[O:16])[O:17][CH2:18][CH3:19])[c:6](=[O:14])[c:7]2[cH:8][cH:9][c:10]([I:13])[cH:11][c:12]12.[CH3:25][CH2:26][OH:27].[ClH:24].[Li+:23].[OH-:22].[OH2:20].[OH2:21]>>[CH2:1]([CH3:2])[n:3]1[cH:4][c:5]([C:15](=[O:16])[OH:17])[c:6](=[O:14])[c:7]2[cH:8][cH:9][c:10]([I:13])[cH:11][c:12]12. RXN SMILES: [C:24]([CH3:25])([CH3:26])([CH3:27])[c:28]1[c:29]([S:37][S:38]([c:39]2[cH:40][cH:41][c:42]([CH3:43])[cH:44][cH:45]2)(=[O:46])=[O:47])[cH:30][c:31]([CH3:36])[c:32]([CH2:34][OH:35])[cH:33]1.[K+:48].[K+:49].[O-:50][C:51]([O-:52])=[O:53].[O:54]=[CH:55][N:56]([CH3:57])[CH3:58].[OH:1][C:2]1=[CH:3][C:4](=[O:23])[O:5][C:6]([c:8]2[cH:9][cH:10][cH:11][cH:12][cH:13]2)([CH2:14][CH2:15][c:16]2[cH:17][c:18]([OH:22])[cH:19][cH:20][cH:21]2)[CH2:7]1>>[OH:1][C:2]1=[C:3]([S:37][c:29]2[c:28]([C:24]([CH3:25])([CH3:26])[CH3:27])[cH:33][c:32]([CH2:34][OH:35])[c:31]([CH3:36])[cH:30]2)[C:4](=[O:23])[O:5][C:6]([c:8]2[cH:9][cH:10][cH:11][cH:12][cH:13]2)([CH2:14][CH2:15][c:16]2[cH:17][c:18]([OH:22])[cH:19][cH:20][cH:21]2)[CH2:7]1. Starting materials: Cc1ccc(S(=O)(=O)Sc2cc(C)c(CO)cc2C(C)(C)C)cc1, [K+], [K+], O=C([O-])[O-], CN(C)C=O, O=C1C=C(O)CC(CCc2cccc(O)c2)(c2ccccc2)O1. Product: Cc1cc(SC2=C(O)CC(CCc3cccc(O)c3)(c3ccccc3)OC2=O)c(C(C)(C)C)cc1CO.